The task is: describe an organic reaction: reactants, conditions, products, and yield. This data is from the Open Reaction Database (ORD), a public repository of structured organic reaction records. Reactants: C1CCOC1, CCO, [Li+], CCOC(=O)C1=Cc2cc(C=CC(N)=O)cc(Cl)c2OC1C(F)(F)F, [OH-], O, O. Yields the product NC(=O)C=Cc1cc(Cl)c2c(c1)C=C(C(=O)O)C(C(F)(F)F)O2. Reaction SMILES: [CH2:32]1[O:33][CH2:34][CH2:35][CH2:36]1.[CH3:29][CH2:30][OH:31].[Li+:28].[NH2:1][C:2]([CH:3]=[CH:4][c:5]1[cH:6][c:7]2[c:12]([c:13]([Cl:15])[cH:14]1)[O:11][CH:10]([C:16]([F:17])([F:18])[F:19])[C:9]([C:20](=[O:21])[O:22][CH2:23][CH3:24])=[CH:8]2)=[O:25].[OH-:27].[OH2:26].[OH2:37]>>[NH2:1][C:2]([CH:3]=[CH:4][c:5]1[cH:6][c:7]2[c:12]([c:13]([Cl:15])[cH:14]1)[O:11][CH:10]([C:16]([F:17])([F:18])[F:19])[C:9]([C:20](=[O:21])[OH:22])=[CH:8]2)=[O:25].